This data is from the Open Reaction Database (ORD), a public repository of structured organic reaction records. The task is: describe an organic reaction: reactants, conditions, products, and yield Starting materials: COC=1C=C(C=CC1OC)C(C#N)(CCCCCN1CC2=CC(=C(C=C2C1)OCCN1C=NC=C1)OC)SC1=CC=C(C=C1)C (α-(3,4-dimethoxyphenyl)-1,3-dihydro-5-[2-(1H-imidazol-1-yl)ethoxy]-6-methoxy-α-[(4-methylphenyl)thio]-2H-isoindole-2-heptanenitrile), C(C)OCC (diethyl ether), C(C)OCC (diethyl ether), Cl (hydrochloric acid). The solvent is C(Cl)Cl (methylene chloride), C(C)O (ethyl alcohol). Run at time 1 hour. Product: Cl.Cl.COC=1C=C(C=CC1OC)C(C#N)(CCCCCN1CC2=CC(=C(C=C2C1)OCCN1C=NC=C1)OC)SC1=CC=C(C=C1)C (α-(3,4-Dimethoxyphenyl)-1,3-dihydro-5-[2-(1H-imidazol-1-yl)ethoxy]-6-methoxy-α-[(4-methylphenyl)thio]-2H-isoindole-2-heptanenitrile dihydrochloride). Reaction SMILES: [CH3:1][O:2][C:3]1[CH:4]=[C:5]([C:11]([S:38][C:39]2[CH:44]=[CH:43][C:42]([CH3:45])=[CH:41][CH:40]=2)([CH2:14][CH2:15][CH2:16][CH2:17][CH2:18][N:19]2[CH2:27][C:26]3[C:21](=[CH:22][C:23]([O:36][CH3:37])=[C:24]([O:28][CH2:29][CH2:30][N:31]4[CH:35]=[CH:34][N:33]=[CH:32]4)[CH:25]=3)[CH2:20]2)[C:12]#[N:13])[CH:6]=[CH:7][C:8]=1[O:9][CH3:10].C(OCC)C.[ClH:51]>C(Cl)Cl.C(O)C>[ClH:51].[ClH:51].[CH3:1][O:2][C:3]1[CH:4]=[C:5]([C:11]([S:38][C:39]2[CH:40]=[CH:41][C:42]([CH3:45])=[CH:43][CH:44]=2)([CH2:14][CH2:15][CH2:16][CH2:17][CH2:18][N:19]2[CH2:27][C:26]3[C:21](=[CH:22][C:23]([O:36][CH3:37])=[C:24]([O:28][CH2:29][CH2:30][N:31]4[CH:35]=[CH:34][N:33]=[CH:32]4)[CH:25]=3)[CH2:20]2)[C:12]#[N:13])[CH:6]=[CH:7][C:8]=1[O:9][CH3:10] |f:5.6.7|. Reported procedure: To a solution of 0.196 g of α-(3,4-dimethoxyphenyl)-1,3-dihydro-5-[2-(1H-imidazol-1-yl)ethoxy]-6-methoxy-α-[(4-methylphenyl)thio]-2H-isoindole-2-heptanenitrile in 0.5 mL of methylene chloride is added 5 mL of diethyl ether and then 0.17 mL of 4.5N hydrochloric acid in ethyl alcohol. An additional 15 mL of diethyl ether is added and the solution stirred vigorously for 1 hour. The white solid is collected by filtration, washed with diethyl ether and dried. This affords 0.166 g of the desired produ... Reported procedure: The mixture of tert-butyl 2-(5-bromo-2-(methylcarbamoyl)phenylcarbamoyl)pyrrolidine-1-carboxylate (0.2 g, 0.47 mmol), hexamethyldisilazane (0.39 mL, 1.88 mmol), I2 (0.24 g, 0.94 mmol), and DCM (10 mL) was refluxed for 5 h under nitrogen atmosphere. Na2S2O3 aqueous solution was added to quench the reaction followed by cooling to room temperature. The organic layer was separated and the water layer was extracted with ethyl acetate (3×10 mL). The combined organic layers were washed with brine, drie... Starting materials: [O-]S(=O)(=S)[O-].[Na+].[Na+] (Na2S2O3), BrC=1C=CC(=C(C1)NC(=O)C1N(CCC1)C(=O)OC(C)(C)C)C(NC)=O (tert-butyl 2-(5-bromo-2-(methylcarbamoyl)phenylcarbamoyl)pyrrolidine-1-carboxylate), C[Si](N[Si](C)(C)C)(C)C (hexamethyldisilazane), II (I2). Reaction SMILES: [Br:1][C:2]1[CH:3]=[CH:4][C:5]([C:23](=[O:26])[NH:24][CH3:25])=[C:6]([NH:8][C:9]([CH:11]2[CH2:15][CH2:14][CH2:13][N:12]2C(OC(C)(C)C)=O)=O)[CH:7]=1.C[Si](C)(C)N[Si](C)(C)C.II.[O-]S([O-])(=S)=O.[Na+].[Na+]>C(Cl)Cl>[Br:1][C:2]1[CH:7]=[C:6]2[C:5]([C:23](=[O:26])[N:24]([CH3:25])[C:9]([CH:11]3[CH2:15][CH2:14][CH2:13][NH:12]3)=[N:8]2)=[CH:4][CH:3]=1 |f:3.4.5|. The product is BrC1=CC=C2C(N(C(=NC2=C1)C1NCCC1)C)=O (7-bromo-3-methyl-2-(pyrrolidin-2-yl)quinazolin-4(3H)-one). The solvent is C(Cl)Cl (DCM). Starting materials: CCN1Cc2ccccc2C(=O)c2cc(CC(=O)OC)ccc21, CO, [Na+], [OH-], O. Product: CCN1Cc2ccccc2C(=O)c2cc(CC(=O)O)ccc21. Reaction SMILES: [CH2:1]([CH3:2])[N:3]1[c:4]2[c:5]([cH:15][c:16]([CH2:19][C:20](=[O:21])[O:22][CH3:23])[cH:17][cH:18]2)[C:6](=[O:14])[c:7]2[c:8]([cH:10][cH:11][cH:12][cH:13]2)[CH2:9]1.[CH3:27][OH:28].[Na+:25].[OH-:24].[OH2:26]>>[CH2:1]([CH3:2])[N:3]1[c:4]2[c:5]([cH:15][c:16]([CH2:19][C:20](=[O:21])[OH:22])[cH:17][cH:18]2)[C:6](=[O:14])[c:7]2[c:8]([cH:10][cH:11][cH:12][cH:13]2)[CH2:9]1.